This data is from the Open Reaction Database (ORD), a public repository of structured organic reaction records. The task is: describe an organic reaction: reactants, conditions, products, and yield Reactants: CC(=O)C#N, CO, N#CC(N)=C(N)C#N. The product is CC(C#N)=NC(C#N)=C(N)C#N. Reaction SMILES: [C:1]([CH3:2])(=[O:3])[C:4]#[N:5].[CH3:14][OH:15].[NH2:6][C:7](=[C:8]([C:9]#[N:10])[NH2:11])[C:12]#[N:13]>>[C:1]([CH3:2])([C:4]#[N:5])=[N:11][C:8](=[C:7]([NH2:6])[C:12]#[N:13])[C:9]#[N:10].